From a dataset of the Open Reaction Database (ORD), a public repository of structured organic reaction records. describe an organic reaction: reactants, conditions, products, and yield Reactants: Br, CC(=O)O, CCOCC, ClCCl, CC(Nc1nccc(-c2c(-c3cccc(C(F)(F)F)c3)nc(C3CCN(C(=O)O)CC3)n2C)n1)c1ccccc1. Product: CC(Nc1nccc(-c2c(-c3cccc(C(F)(F)F)c3)nc(C3CCNCC3)n2C)n1)c1ccccc1. As a reaction SMILES: [BrH:41].[CH3:45][C:46](=[O:47])[OH:48].[CH3:49][CH2:50][O:51][CH2:52][CH3:53].[Cl:42][CH2:43][Cl:44].[c:1]1([CH:7]([CH3:8])[NH:9][c:10]2[n:11][cH:12][cH:13][c:14](-[c:16]3[c:17](-[c:31]4[cH:32][c:33]([C:37]([F:38])([F:39])[F:40])[cH:34][cH:35][cH:36]4)[n:18][c:19]([CH:22]4[CH2:23][CH2:24][N:25]([C:28]([OH:29])=[O:30])[CH2:26][CH2:27]4)[n:20]3[CH3:21])[n:15]2)[cH:2][cH:3][cH:4][cH:5][cH:6]1>>[c:1]1([CH:7]([CH3:8])[NH:9][c:10]2[n:11][cH:12][cH:13][c:14](-[c:16]3[c:17](-[c:31]4[cH:32][c:33]([C:37]([F:38])([F:39])[F:40])[cH:34][cH:35][cH:36]4)[n:18][c:19]([CH:22]4[CH2:23][CH2:24][NH:25][CH2:26][CH2:27]4)[n:20]3[CH3:21])[n:15]2)[cH:2][cH:3][cH:4][cH:5][cH:6]1. The reactants are BrCc1ccccc1, O=Cc1ccc(O)cc1F, [K+], [K+], O=C([O-])[O-], CN(C)C=O, O. Yields the product O=Cc1ccc(OCc2ccccc2)cc1F. Reaction SMILES: [CH2:11]([c:12]1[cH:13][cH:14][cH:15][cH:16][cH:17]1)[Br:18].[F:1][c:2]1[c:3]([CH:4]=[O:5])[cH:6][cH:7][c:8]([OH:10])[cH:9]1.[K+:19].[K+:20].[O-:21][C:22]([O-:23])=[O:24].[O:26]=[CH:27][N:28]([CH3:29])[CH3:30].[OH2:25]>>[F:1][c:2]1[c:3]([CH:4]=[O:5])[cH:6][cH:7][c:8]([O:10][CH2:11][c:12]2[cH:13][cH:14][cH:15][cH:16][cH:17]2)[cH:9]1. Reactants: COC(=O)COc1ccc(C(=O)OCc2ccccc2)cc1, CO, NN, O. Yields the product NNC(=O)COc1ccc(C(=O)OCc2ccccc2)cc1. RXN SMILES: [CH3:1][O:2][C:3]([CH2:4][O:5][c:6]1[cH:7][cH:8][c:9]([C:10](=[O:11])[O:12][CH2:13][c:14]2[cH:15][cH:16][cH:17][cH:18][cH:19]2)[cH:20][cH:21]1)=[O:22].[CH3:26][OH:27].[NH2:24][NH2:25].[OH2:23]>>[O:2]=[C:3]([CH2:4][O:5][c:6]1[cH:7][cH:8][c:9]([C:10](=[O:11])[O:12][CH2:13][c:14]2[cH:15][cH:16][cH:17][cH:18][cH:19]2)[cH:20][cH:21]1)[NH:24][NH2:25]. Starting materials: ClC=1C=C(C=CC1)CCCN(C(NC=1SC(=CN1)SCC(=O)O)=O)[C@@H]1CC[C@H](CC1)C ({2-[-3-[3-(3-chloro-phenyl)-propyl]-3-(trans-4-methyl-cyclohexyl)-ureido]-thiazol-5-ylsulfanyl}-acetic acid), COC=1C=C(C=CC1)CCC(=O)O (3-(3-methoxy-phenyl)-propionic acid), C(C)OC(C(C)(C)SC1=CN=C(S1)N)=O (2-(2-amino-thiazol-5-ylsulfanyl)-2-methyl-propionic acid ethyl ester). Product: COC=1C=C(C=CC1)CCCN(C(NC=1SC(=CN1)SC(C(=O)O)(C)C)=O)[C@@H]1CC[C@H](CC1)C (2-{2-[3-[3-(3-Methoxy-phenyl)-propyl]-3-(trans-4-methyl-cyclohexyl)-ureido]-thiazol-5-ylsulfanyl}-2-methyl-propionic acid). As a reaction SMILES: ClC1C=C(CCC[N:11]([C@H:25]2[CH2:30][CH2:29][C@H:28]([CH3:31])[CH2:27][CH2:26]2)[C:12](=[O:24])NC2SC(SCC(O)=O)=CN=2)C=CC=1.[CH3:32][O:33][C:34]1[CH:35]=[C:36]([CH2:40][CH2:41][C:42](O)=O)[CH:37]=[CH:38][CH:39]=1.C([O:47][C:48](=[O:59])[C:49]([S:52][C:53]1[S:57][C:56]([NH2:58])=[N:55][CH:54]=1)([CH3:51])[CH3:50])C>>[CH3:32][O:33][C:34]1[CH:35]=[C:36]([CH2:40][CH2:41][CH2:42][N:11]([C@H:25]2[CH2:30][CH2:29][C@H:28]([CH3:31])[CH2:27][CH2:26]2)[C:12](=[O:24])[NH:58][C:56]2[S:57][C:53]([S:52][C:49]([CH3:50])([CH3:51])[C:48]([OH:47])=[O:59])=[CH:54][N:55]=2)[CH:37]=[CH:38][CH:39]=1. Procedure details: The compound was prepared following an analogous procedure to the one described for the synthesis of {2-[-3-[3-(3-chloro-phenyl)-propyl]-3-(trans-4-methyl-cyclohexyl)-ureido]-thiazol-5-ylsulfanyl}-acetic acid using 3-(3-methoxy-phenyl)-propionic acid and 2-(2-amino-thiazol-5-ylsulfanyl)-2-methyl-propionic acid ethyl ester. Reactants: [N+](=O)([O-])[O-].[K+] (potassium nitrate), OC1=NC=2C=CC=3C(C2N=C1O)=NSN3 (7,8-dihydroxy-1,2,5-thiadiazolo(3,4-f)quinoxaline), ice water. Solvent: S(O)(O)(=O)=O (sulfuric acid). Conditions: time 24 hour. The product is OC1=NC=2C=C(C=3C(C2N=C1O)=NSN3)[N+](=O)[O-] (7,8-dihydroxy-4-nitro-1,2,5-thiadiazolo(3,4-f)quinoxaline). Isolated yield 71.2%. As a reaction SMILES: [OH:1][C:2]1[C:11]([OH:12])=[N:10][C:9]2[C:8]3=[N:13][S:14][N:15]=[C:7]3[CH:6]=[CH:5][C:4]=2[N:3]=1.[N+:16]([O-])([O-:18])=[O:17].[K+]>S(=O)(=O)(O)O>[OH:1][C:2]1[C:11]([OH:12])=[N:10][C:9]2[C:8]3=[N:13][S:14][N:15]=[C:7]3[C:6]([N+:16]([O-:18])=[O:17])=[CH:5][C:4]=2[N:3]=1 |f:1.2|. Reported procedure: To a solution of 0,4 g (1,8 mmol) 7,8-dihydroxy-1,2,5-thiadiazolo(3,4-f)quinoxaline in 20 ml concentrated sulfuric acid was added at 0° C. 0,19 g (1,9 mmol) potassium nitrate. Stirring was continued at 0° C. for 30 min. and at 25° C. for 24 h. The reaction mixture was poured into 100ml ice-water to give 0,34 g (71%) 7,8-dihydroxy-4-nitro-1,2,5-thiadiazolo(3,4-f)quinoxaline as a precipitate, m.p.>300° C. NMR (DMSO-d6) 12,3 (1H, broad s), 11.6 (1H, broad s), 8.43 (1H,s).